From a dataset of the Open Reaction Database (ORD), a public repository of structured organic reaction records. describe an organic reaction: reactants, conditions, products, and yield Starting materials: ClCl (chlorine), CSC1CC(N1CC(C(C(=O)OC)C)=O)=O (Methyl 4-(4-methylthio-2-oxoazetidin-1-yl)-2-methyl-3-oxobutyrate), ClCl (chlorine). Run in C(Cl)(Cl)(Cl)Cl (carbon tetrachloride), C(Cl)(Cl)(Cl)Cl (carbon tetrachloride), ice. Conditions: time 3 minute. Yields the product ClC1CC(N1CC(C(C(=O)OC)C)=O)=O (methyl 4-(4-chloro-2-oxoazetidin-1-yl)-2-methyl-3-oxobutyrate). Isolated yield 104.2%. As a reaction SMILES: CS[CH:3]1[N:6]([CH2:7][C:8](=[O:15])[CH:9]([CH3:14])[C:10]([O:12][CH3:13])=[O:11])[C:5](=[O:16])[CH2:4]1.[Cl:17]Cl>C(Cl)(Cl)(Cl)Cl>[Cl:17][CH:3]1[N:6]([CH2:7][C:8](=[O:15])[CH:9]([CH3:14])[C:10]([O:12][CH3:13])=[O:11])[C:5](=[O:16])[CH2:4]1. Reported procedure: Methyl 4-(4-methylthio-2-oxoazetidin-1-yl)-2-methyl-3-oxobutyrate (280 mg, 1.14 mmole) was dissolved in dry carbon tetrachloride (15 ml) and to the stirred ice-cooled solution chlorine (80 mg, 1.13 mmole) in carbon tetrachloride (3.2 ml) was added in one portion. After addition of the chlorine, the cooling bath was removed and stirring was continued for 3 minutes. The solvent was evaporated under reduced pressure to yield methyl 4-(4-chloro-2-oxoazetidin-1-yl)-2-methyl-3-oxobutyrate as a pale ye... Reactants: ClC1=CC=CC=C1 (chlorobenzene), CC(C)([O-])C.[Na+] (sodium tert-butoxide), C(C1=CC=CC=C1)N (benzylamine), Ph5FcP(t-Bu)2. Reagents/catalysts: C=1C=CC(=CC1)/C=C/C(=O)/C=C/C2=CC=CC=C2.C=1C=CC(=CC1)/C=C/C(=O)/C=C/C2=CC=CC=C2.[Pd] (Pd(dba)2). Solvent: C1(=CC=CC=C1)C (toluene). Product: C1(=CC=CC=C1)NCC1=CC=CC=C1 (N-phenylbenzylamine). The yield is 91.0%. RXN SMILES: Cl[C:2]1[CH:7]=[CH:6][CH:5]=[CH:4][CH:3]=1.[CH2:8]([NH2:15])[C:9]1[CH:14]=[CH:13][CH:12]=[CH:11][CH:10]=1.CC(C)([O-])C.[Na+]>C1(C)C=CC=CC=1.C1C=CC(/C=C/C(/C=C/C2C=CC=CC=2)=O)=CC=1.C1C=CC(/C=C/C(/C=C/C2C=CC=CC=2)=O)=CC=1.[Pd]>[C:2]1([NH:15][CH2:8][C:9]2[CH:14]=[CH:13][CH:12]=[CH:11][CH:10]=2)[CH:7]=[CH:6][CH:5]=[CH:4][CH:3]=1 |f:2.3,5.6.7|. Procedure details: According to the general procedure A, chlorobenzene (58 mg, 0.51 mmol) reacted with benzylamine (68 mg, 0.64 mmol) using 1 mol % of Pd(dba)2, 2 mol % of Ph5FcP(t-Bu)2, and sodium tert-butoxide (59 mg, 0.60 mmol) in toluene at 100° C. for 5 h to give the title compound (85 mg, 92%) as an oil. GC/MS(EI): m/z 183 (M+), 184. Starting materials: ClC(C(=O)OC)C(=O)C (methyl 2-chloroacetoacetate), NC(=O)N (urea). The solvent is CO (methanol). The product is NC=1OC(=C(N1)C)C(=O)OC (2-amino-5-methoxycarbonyl-4-methyloxazole). Yield: 6.4%. Reaction SMILES: Cl[CH:2]([C:7]([CH3:9])=O)[C:3]([O:5][CH3:6])=[O:4].[NH2:10][C:11]([NH2:13])=[O:12]>CO>[NH2:13][C:11]1[O:12][C:2]([C:3]([O:5][CH3:6])=[O:4])=[C:7]([CH3:9])[N:10]=1. Procedure: 150 g of methyl 2-chloroacetoacetate and 180 g of urea were dissolved in 600 ml of methanol and refluxed for 36 hours. After cooling, the deposited crystals were filtered, suspended in 2N sodium hydroxide solution and extracted with ethyl acetate. After washing with water and drying with anhydrous sodium sulfate, the solvent was distilled off under reduced pressure. The residue was recrystallized from acetonitrile to obtain 10 g of 2-amino-5-methoxycarbonyl-4-methyloxazole. mp. 199-201° C. (poin... Yields the product C(C)OC(=O)C1(CCN(CC1)C(=O)OC(C)(C)C)CCCNC=1C(=NC(=CC1)N1C[C@@H](CC1)N1[C@H](CCC1)C)C (4-{3-[2-Methyl-6-((2S,3′R)-2-methyl-[1,3′]bipyrrolidinyl-1′-yl)-pyridin-3-ylamino]-propyl}piperidine-1,4-dicarboxylic acid 1-tert-butyl ester 4-ethyl ester), crude solid. Procedure: The title compound was synthesized in essentially the same manner using the procedures as set forth in Step 1 of Example 1, by condensing 4-(3-oxo-propyl)-piperidine-1,4-dicarboxylic acid 1-tert-butyl ester 4-ethyl ester (69 mg, 0.22 mmol) and 2-methyl-6-((2S,3′R)-2-methyl-[1,3′]bipyrrolidinyl-1′-yl)-pyridin-3-ylamine to obtain 113 mg of a crude solid, which was used without purification. Starting materials: C(C)OC(=O)C1(CCN(CC1)C(=O)OC(C)(C)C)CCC=O (4-(3-oxo-propyl)-piperidine-1,4-dicarboxylic acid 1-tert-butyl ester 4-ethyl ester), CC1=NC(=CC=C1N)N1C[C@@H](CC1)N1[C@H](CCC1)C (2-methyl-6-((2S,3′R)-2-methyl-[1,3′]bipyrrolidinyl-1′-yl)-pyridin-3-ylamine). Reaction SMILES: [CH2:1]([O:3][C:4]([C:6]1([CH2:19][CH2:20][CH:21]=O)[CH2:11][CH2:10][N:9]([C:12]([O:14][C:15]([CH3:18])([CH3:17])[CH3:16])=[O:13])[CH2:8][CH2:7]1)=[O:5])[CH3:2].[CH3:23][C:24]1[C:29]([NH2:30])=[CH:28][CH:27]=[C:26]([N:31]2[CH2:35][CH2:34][C@@H:33]([N:36]3[CH2:40][CH2:39][CH2:38][C@@H:37]3[CH3:41])[CH2:32]2)[N:25]=1>>[CH2:1]([O:3][C:4]([C:6]1([CH2:19][CH2:20][CH2:21][NH:30][C:29]2[C:24]([CH3:23])=[N:25][C:26]([N:31]3[CH2:35][CH2:34][C@@H:33]([N:36]4[CH2:40][CH2:39][CH2:38][C@@H:37]4[CH3:41])[CH2:32]3)=[CH:27][CH:28]=2)[CH2:11][CH2:10][N:9]([C:12]([O:14][C:15]([CH3:16])([CH3:17])[CH3:18])=[O:13])[CH2:8][CH2:7]1)=[O:5])[CH3:2]. As a reaction SMILES: [C:17](=[O:18])([O-:19])[O-:20].[CH3:1][c:2]1[cH:3][c:4]2[c:5]([nH:6][c:7](=[O:9])[o:8]2)[cH:10][cH:11]1.[Cl:12][CH2:13][CH2:14][CH2:15][I:16].[Cs+:21].[Cs+:22]>>[CH3:1][c:2]1[cH:3][c:4]2[c:5]([n:6]([CH2:15][CH2:14][CH2:13][Cl:12])[c:7](=[O:9])[o:8]2)[cH:10][cH:11]1. Starting materials: O=C([O-])[O-], Cc1ccc2[nH]c(=O)oc2c1, ClCCCI, [Cs+], [Cs+]. The product is Cc1ccc2c(c1)oc(=O)n2CCCCl. Reactants: CS(=O)(=O)c1ccc(-n2ncc([N+](=O)[O-])c2-c2ccc(Br)cc2)cc1F, CCO, [Cl-], [Fe], [NH4+], O. Product: CS(=O)(=O)c1ccc(-n2ncc(N)c2-c2ccc(Br)cc2)cc1F. As a reaction SMILES: [Br:1][c:2]1[cH:3][cH:4][c:5](-[c:8]2[c:9]([N+:24]([O-:25])=[O:26])[cH:10][n:11][n:12]2-[c:13]2[cH:14][c:15]([F:23])[c:16]([S:19](=[O:20])(=[O:21])[CH3:22])[cH:17][cH:18]2)[cH:6][cH:7]1.[CH3:30][CH2:31][OH:32].[Cl-:27].[Fe:33].[NH4+:28].[OH2:29]>>[Br:1][c:2]1[cH:3][cH:4][c:5](-[c:8]2[c:9]([NH2:24])[cH:10][n:11][n:12]2-[c:13]2[cH:14][c:15]([F:23])[c:16]([S:19](=[O:20])(=[O:21])[CH3:22])[cH:17][cH:18]2)[cH:6][cH:7]1. The reactants are NC1=C(C=C(C=C1)C(CC)=O)[N+](=O)[O-] (1-(4-amino-3-nitrophenyl)propan-1-one). The reagents and catalysts are [Pd] (Pd/C). The solvent is CO (methanol). Run at time 1 hour. Yields the product NC=1C=C(C=CC1N)C(CC)=O (1-(3,4-diaminophenyl)propan-1-one). The yield is 90.1%. RXN SMILES: [NH2:1][C:2]1[CH:7]=[CH:6][C:5]([C:8](=[O:11])[CH2:9][CH3:10])=[CH:4][C:3]=1[N+:12]([O-])=O>CO.[Pd]>[NH2:12][C:3]1[CH:4]=[C:5]([C:8](=[O:11])[CH2:9][CH3:10])[CH:6]=[CH:7][C:2]=1[NH2:1]. Procedure: To a solution of 1-(4-amino-3-nitrophenyl)propan-1-one (1.94 g, 10 mmol) in 50 mL of methanol was added 0.5 g 10% Pd/C and the mixture was hydrogenated under H2 (1 atm) at rt for 1 h. The mixture was filtered and the filtrated was concentrated to give the desired product (1.48 g, 90%).